This data is from the Open Reaction Database (ORD), a public repository of structured organic reaction records. The task is: describe an organic reaction: reactants, conditions, products, and yield The reactants are C(Cl)(Cl)Cl (chloroform), C(C)(C)(C)N=C=O (tert-butyl isocyanate), C1(=CC=CC=C1)N1N=NC(=C1)C=1CCNCC1 (4-[1-Phenyl-1H-[1,2,3]triazol-4-yl]-1,2,3,6-tetra-hydropyridine). The solvent is N1=CC=CC=C1 (pyridine). Run at time 6 hour. Product: C(C)(C)(C)NC(=O)N1CCC(=CC1)C=1N=NN(C1)C1=CC=CC=C1 (4-[1-Phenyl-1H-[1,2,3]triazol-4-yl]-1,2,3,6-tetra-hydropyridine-1-carboxylic acid tert-butylamide). Reaction SMILES: [C:1]1([N:7]2[CH:11]=[C:10]([C:12]3[CH2:13][CH2:14][NH:15][CH2:16][CH:17]=3)[N:9]=[N:8]2)[CH:6]=[CH:5][CH:4]=[CH:3][CH:2]=1.C(Cl)(Cl)Cl.[C:22]([N:26]=[C:27]=[O:28])([CH3:25])([CH3:24])[CH3:23]>N1C=CC=CC=1>[C:22]([NH:26][C:27]([N:15]1[CH2:14][CH:13]=[C:12]([C:10]2[N:9]=[N:8][N:7]([C:1]3[CH:2]=[CH:3][CH:4]=[CH:5][CH:6]=3)[CH:11]=2)[CH2:17][CH2:16]1)=[O:28])([CH3:25])([CH3:24])[CH3:23]. Reported procedure: 4-[1-Phenyl-1H-[1,2,3]triazol-4-yl]-1,2,3,6-tetra-hydropyridine (35 mg) prepared in Example 49 was dissolved in 1 ml of pyridine and 1 ml of chloroform and 26 μl of tert-butyl isocyanate was added thereto followed by stirring at room temperature for 6 hours. The reaction solution was concentrated in vacuo and the resulting residue was separated and purified by a preparative thin-layer chromatography (chloroform/methanol=10/1+0.3% aqueous ammonia) and then recrystallized from chloroform-hexane to... Reactants: [Cu]C#N (copper (I) cyanide), C1(=CC=CC=C1)C (toluene), [Cu]C#N (copper (I) cyanide), C1(CCCCC1)CN1C=C(C2=CC=CC(=C12)OC)C(=O)O (1-cyclohexylmethyl-7-methoxy-1H-indole-3-carboxylic acid), C(C(=O)Cl)(=O)Cl (oxalyl chloride). The solvent is C(C)#N (acetonitrile), ClCCl (dichloromethane). Reaction conditions: time 8 hour. The product is C1(CCCCC1)CN1C=C(C2=CC=CC(=C12)OC)C(C#N)=O ((1-cyclohexylmethyl-7-methoxy-1H-indol-3-yl)-oxoacetonitrile). Yield: 84.5%. Reaction SMILES: [CH:1]1([CH2:7][N:8]2[C:16]3[C:11](=[CH:12][CH:13]=[CH:14][C:15]=3[O:17][CH3:18])[C:10]([C:19]([OH:21])=O)=[CH:9]2)[CH2:6][CH2:5][CH2:4][CH2:3][CH2:2]1.C(Cl)(=O)C(Cl)=O.[Cu][C:29]#[N:30].C1(C)C=CC=CC=1>ClCCl.C(#N)C>[CH:1]1([CH2:7][N:8]2[C:16]3[C:11](=[CH:12][CH:13]=[CH:14][C:15]=3[O:17][CH3:18])[C:10]([C:19](=[O:21])[C:29]#[N:30])=[CH:9]2)[CH2:2][CH2:3][CH2:4][CH2:5][CH2:6]1. Procedure details: To a suspension of 1-cyclohexylmethyl-7-methoxy-1H-indole-3-carboxylic acid (5 g, 17.4 mmol) in dichloromethane (100 ml) was added oxalyl chloride (3.04 ml, 34.8 mmol) and the resulting solution stirred overnight. Excess solvent and reagent were then removed by evaporation. To the resulting residue was added copper (I) cyanide (6.2 g, 69.6 mmol), toluene (200 ml) and acetonitrile (10 ml) and the resulting reaction mixture heated at reflux for 7 hours. A further portion of copper (I) cyanide (1.6... The reactants are BrC=1C(=CC2=C(OCO2)C1)SC=1NC2=C(C(=NC=C2)N)N1 (2-[(6-bromo-1,3-benzodioxol-5-yl)sulfanyl]-1H-imidazo[4,5-c]pyridin-4-amine), CC1=CC=C(C=C1)S(=O)(=O)OCCC1CCN(CC1)C=O (2-(1-formylpiperidin-4-yl)ethyl 4-methylbenzenesulfonate), C(=O)([O-])[O-].[Cs+].[Cs+] (Cs2CO3). Run in CN(C)C=O (DMF), O (water). Product: NC1=NC=CC2=C1N=C(N2CCC2CCN(CC2)C=O)SC2=CC1=C(OCO1)C=C2Br (4-(2-[4-Amino-2-[(6-bromo-1,3-benzodioxol-5-yl)sulfanyl]-1H-imidazo[4,5-c]pyridin-1-yl]ethyl)piperidine-1-carbaldehyde). Isolated yield 42.1%. As a reaction SMILES: [Br:1][C:2]1[C:3]([S:11][C:12]2[NH:13][C:14]3[CH:19]=[CH:18][N:17]=[C:16]([NH2:20])[C:15]=3[N:21]=2)=[CH:4][C:5]2[O:9][CH2:8][O:7][C:6]=2[CH:10]=1.CC1C=CC(S(O[CH2:33][CH2:34][CH:35]2[CH2:40][CH2:39][N:38]([CH:41]=[O:42])[CH2:37][CH2:36]2)(=O)=O)=CC=1.C([O-])([O-])=O.[Cs+].[Cs+]>CN(C=O)C.O>[NH2:20][C:16]1[C:15]2[N:21]=[C:12]([S:11][C:3]3[C:2]([Br:1])=[CH:10][C:6]4[O:7][CH2:8][O:9][C:5]=4[CH:4]=3)[N:13]([CH2:33][CH2:34][CH:35]3[CH2:40][CH2:39][N:38]([CH:41]=[O:42])[CH2:37][CH2:36]3)[C:14]=2[CH:19]=[CH:18][N:17]=1 |f:2.3.4|. Procedure: To a solution of 2-[(6-bromo-1,3-benzodioxol-5-yl)sulfanyl]-1H-imidazo[4,5-c]pyridin-4-amine (175 mg, 0.480 mmol), 2-(1-formylpiperidin-4-yl)ethyl 4-methylbenzenesulfonate (194 mg, 0.624 mmol), and Cs2CO3 (267 mg, 0.816 mmol) in DMF (3.0 mL) was heated at 85° C. for 10 h. After cooling to RT, the mixture was diluted with water, extracted with ethyl acetate, washed with brine, dried (Na2SO4), filtered, and concentrated in vacuum. The residue was triturated with EtOAc, filtered, and dried to give ... The reactants are N1N=CC2=CC(=CC=C12)C1=NC=CC(=C1)C=1SC2=C(N1)C=C(C(=C2C2=CC=C(C=C2)Cl)[C@@H](C(=O)OCC)OC(C)(C)C)C ((S)-ethyl 2-(2-(2-(1H-indazol-5-yl)pyridin-4-yl)-7-(4-chlorophenyl)-5-methylbenzo[d]thiazol-6-yl)-2-tert-butoxyacetate), FC(I1OC(C2=C1C=CC=C2)(C)C)(F)F (1-Trifluoromethyl-3,3-dimethyl-1,2-benziodoxole), [N-](S(=O)(=O)C(F)(F)F)S(=O)(=O)C(F)(F)F (bis(trifluoromethane)sulfonimide), 1d. Run in C(=S)=S (CS2). The product is C(C)(C)(C)O[C@H](C(=O)OCC)C1=C(C2=C(N=C(S2)C2=CC(=NC=C2)C=2C=C3C=NN(C3=CC2)C(F)(F)F)C=C1C)C1=CC=C(C=C1)Cl ((S)-ethyl 2-tert-butoxy-2-(7-(4-chlorophenyl)-5-methyl-2-(2-(1-(trifluoromethyl)-1H-indazol-5-yl)pyridin-4-yl)benzo[d]thiazol-6-yl)acetate). RXN SMILES: [NH:1]1[C:9]2[C:4](=[CH:5][C:6]([C:10]3[CH:15]=[C:14]([C:16]4[S:17][C:18]5[C:24]([C:25]6[CH:30]=[CH:29][C:28]([Cl:31])=[CH:27][CH:26]=6)=[C:23]([C@H:32]([O:38][C:39]([CH3:42])([CH3:41])[CH3:40])[C:33]([O:35][CH2:36][CH3:37])=[O:34])[C:22]([CH3:43])=[CH:21][C:19]=5[N:20]=4)[CH:13]=[CH:12][N:11]=3)=[CH:7][CH:8]=2)[CH:3]=[N:2]1.[F:44][C:45]([F:58])([F:57])I1C2C=CC=CC=2C(C)(C)O1.[N-](S(C(F)(F)F)(=O)=O)S(C(F)(F)F)(=O)=O>C(=S)=S>[C:39]([O:38][C@@H:32]([C:23]1[C:22]([CH3:43])=[CH:21][C:19]2[N:20]=[C:16]([C:14]3[CH:13]=[CH:12][N:11]=[C:10]([C:6]4[CH:5]=[C:4]5[C:9](=[CH:8][CH:7]=4)[N:1]([C:45]([F:58])([F:57])[F:44])[N:2]=[CH:3]5)[CH:15]=3)[S:17][C:18]=2[C:24]=1[C:25]1[CH:26]=[CH:27][C:28]([Cl:31])=[CH:29][CH:30]=1)[C:33]([O:35][CH2:36][CH3:37])=[O:34])([CH3:42])([CH3:41])[CH3:40]. Procedure details: To a solution of (S)-ethyl 2-(2-(2-(1H-indazol-5-yl)pyridin-4-yl)-7-(4-chlorophenyl)-5-methylbenzo[d]thiazol-6-yl)-2-tert-butoxyacetate (40 mg, 0.065 mmol) in CS2 (1.5 mL), was added 1-Trifluoromethyl-3,3-dimethyl-1,2-benziodoxole (64 mg, 0.195 mmol), bis(trifluoromethane)sulfonimide (27 mg, 0.0975 mmol). The reaction mixture was heated at 60° C. in sealed microwave vial for 1d. The reaction mixture was washed by saturated NaHCO3, extracted by EtOAc, the organic phase was dried over MgSO4, filte... Starting materials: FC=1C=C(C=CC1F)S(=O)(=O)Cl (3,4-difluorobenzenesulfonyl chloride), N[C@@H](CCN1CCC(CC1)C=1C=C(C=CC1)NC(C(C)C)=O)C1=CC=CC=C1 (N-(3-{1-[(3S)-3-amino-3-phenylpropyl]-4-piperidinyl}phenyl)-2-methylpropanamide). Product: FC=1C=C(C=CC1F)S(=O)(=O)N[C@@H](CCN1CCC(CC1)C=1C=C(C=CC1)NC(C(C)C)=O)C1=CC=CC=C1 (N-{3-[1-((3S)-3-{[(3,4-DIFLUOROPHENYL)SULFONYL]AMINO}-3-PHENYLPROPYL)-4-PIPERIDINYL]PHENYL}-2-METHYLPROPANAMIDE). Reaction SMILES: [F:1][C:2]1[CH:3]=[C:4]([S:9](Cl)(=[O:11])=[O:10])[CH:5]=[CH:6][C:7]=1[F:8].[NH2:13][C@H:14]([C:35]1[CH:40]=[CH:39][CH:38]=[CH:37][CH:36]=1)[CH2:15][CH2:16][N:17]1[CH2:22][CH2:21][CH:20]([C:23]2[CH:24]=[C:25]([NH:29][C:30](=[O:34])[CH:31]([CH3:33])[CH3:32])[CH:26]=[CH:27][CH:28]=2)[CH2:19][CH2:18]1>>[F:1][C:2]1[CH:3]=[C:4]([S:9]([NH:13][C@H:14]([C:35]2[CH:36]=[CH:37][CH:38]=[CH:39][CH:40]=2)[CH2:15][CH2:16][N:17]2[CH2:22][CH2:21][CH:20]([C:23]3[CH:24]=[C:25]([NH:29][C:30](=[O:34])[CH:31]([CH3:33])[CH3:32])[CH:26]=[CH:27][CH:28]=3)[CH2:19][CH2:18]2)(=[O:11])=[O:10])[CH:5]=[CH:6][C:7]=1[F:8]. Procedure details: Prepared by Procedure Q1 and Scheme AC using 3,4-difluorobenzenesulfonyl chloride and N-(3-{1-[(3S)-3-amino-3-phenylpropyl]-4-piperidinyl}phenyl)-2-methylpropanamide: ESMS m/e: 556.2 (M+H)+.